This data is from the Open Reaction Database (ORD), a public repository of structured organic reaction records. The task is: describe an organic reaction: reactants, conditions, products, and yield Reactants: Cl.N1(CCNCC1)CCC1=CC2=C(C(OC2)=O)C=C1 (5-[2-(piperazin-1-yl)ethyl]-2-benzofuran-1(3H)-one hydrochloride), BrC1=C(C#N)C=CC(=C1)CC=O (2-bromo-4-(2-oxoethyl)benzonitrile). Yields the product BrC1=C(C#N)C=CC(=C1)CCN1CCN(CC1)CCC=1C=C2COC(C2=CC1)=O (2-Bromo-4-[2-[4-[2-(1-oxo-3H-isobenzofuran-5-yl)ethyl]piperazin-1-yl]ethyl]benzonitrile). Reaction SMILES: Cl.[N:2]1([CH2:8][CH2:9][C:10]2[CH:19]=[CH:18][C:13]3[C:14](=[O:17])[O:15][CH2:16][C:12]=3[CH:11]=2)[CH2:7][CH2:6][NH:5][CH2:4][CH2:3]1.[Br:20][C:21]1[CH:28]=[C:27]([CH2:29][CH:30]=O)[CH:26]=[CH:25][C:22]=1[C:23]#[N:24]>>[Br:20][C:21]1[CH:28]=[C:27]([CH2:29][CH2:30][N:5]2[CH2:6][CH2:7][N:2]([CH2:8][CH2:9][C:10]3[CH:11]=[C:12]4[C:13](=[CH:18][CH:19]=3)[C:14](=[O:17])[O:15][CH2:16]4)[CH2:3][CH2:4]2)[CH:26]=[CH:25][C:22]=1[C:23]#[N:24] |f:0.1|. Procedure details: 2-Bromo-4-[2-[4-[2-(1-oxo-3H-isobenzofuran-5-yl)ethyl]piperazin-1-yl]ethyl]benzonitrile was prepared in a similar fashion to that described for the synthesis of Example 38 starting from 5-[2-(piperazin-1-yl)ethyl]-2-benzofuran-1(3H)-one hydrochloride and 2-bromo-4-(2-oxoethyl)benzonitrile. LC-MS (IE, m/z): 456.0 [M+1]+. (0.099 μM) Reactants: O (water), C(C1=CC=CC=C1)OC1=CC=C(C=C1)C1C(CN(C=C1)C(C)C1=CC=CC=C1)O (4-(4-benzyloxyphenyl)-1-(1-phenylethyl)-1,2,3,4-tetrahydro-pyridin-3-ol), FC(S(=O)(=O)O[Si](C(C)C)(C(C)C)C(C)C)(F)F (triisopropysilyl trifluoromethanesulphonate), N1=C(C=CC=C1C)C (2,6-lutidine). Solvent: ClCCl (dichloromethane). Conditions: temperature 0 celsius, time 1 hour. Yields the product C(C1=CC=CC=C1)OC1=CC=C(C=C1)C1C(CN(C=C1)C(C)C1=CC=CC=C1)O[Si](C(C)C)(C(C)C)C(C)C (4-(4-Benzyloxyphenyl)-1-(1-phenylethyl)-3-triisopropylsilanyloxy-1,2,3,4-tetrahydro-pyridine). As a reaction SMILES: [CH2:1]([O:8][C:9]1[CH:14]=[CH:13][C:12]([CH:15]2[CH:20]=[CH:19][N:18]([CH:21]([C:23]3[CH:28]=[CH:27][CH:26]=[CH:25][CH:24]=3)[CH3:22])[CH2:17][CH:16]2[OH:29])=[CH:11][CH:10]=1)[C:2]1[CH:7]=[CH:6][CH:5]=[CH:4][CH:3]=1.N1C(C)=CC=CC=1C.FC(F)(F)S(O[Si:44]([CH:51]([CH3:53])[CH3:52])([CH:48]([CH3:50])[CH3:49])[CH:45]([CH3:47])[CH3:46])(=O)=O.O>ClCCl>[CH2:1]([O:8][C:9]1[CH:14]=[CH:13][C:12]([CH:15]2[CH:20]=[CH:19][N:18]([CH:21]([C:23]3[CH:28]=[CH:27][CH:26]=[CH:25][CH:24]=3)[CH3:22])[CH2:17][CH:16]2[O:29][Si:44]([CH:51]([CH3:53])[CH3:52])([CH:48]([CH3:50])[CH3:49])[CH:45]([CH3:47])[CH3:46])=[CH:11][CH:10]=1)[C:2]1[CH:3]=[CH:4][CH:5]=[CH:6][CH:7]=1. Procedure: A suspension of 14.70 g of 4-(4-benzyloxyphenyl)-1-(1-phenylethyl)-1,2,3,4-tetrahydro-pyridin-3-ol [257928-45-3] in 250 ml of dichloromethane is mixed with 6.80 ml of 2,6-lutidine and cooled to 0° C. 12.60 ml of triisopropysilyl trifluoromethanesulphonate are added dropwise, and the reaction mixture is stirred at 0° C. for 1 hour. The reaction solution is poured into 400 ml of water, and the phases are separated. The aqueous phase is back-extracted with 200 ml of dichloromethane, and the combine... Reactants: FC(F)(F)c1nnc(-c2ccc3ncnc(Cl)c3c2)o1, Nc1ccc2c(cnn2Cc2cccc(F)c2)c1. Product: Fc1cccc(Cn2ncc3cc(Nc4ncnc5ccc(-c6nnc(C(F)(F)F)o6)cc45)ccc32)c1. RXN SMILES: [Cl:19][c:20]1[n:21][cH:22][n:23][c:24]2[cH:25][cH:26][c:27](-[c:30]3[o:31][c:32]([C:35]([F:36])([F:37])[F:38])[n:33][n:34]3)[cH:28][c:29]12.[F:1][c:2]1[cH:3][c:4]([CH2:5][n:6]2[n:7][cH:8][c:9]3[cH:10][c:11]([NH2:15])[cH:12][cH:13][c:14]23)[cH:16][cH:17][cH:18]1>>[F:1][c:2]1[cH:3][c:4]([CH2:5][n:6]2[n:7][cH:8][c:9]3[cH:10][c:11]([NH:15][c:20]4[n:21][cH:22][n:23][c:24]5[cH:25][cH:26][c:27](-[c:30]6[o:31][c:32]([C:35]([F:36])([F:37])[F:38])[n:33][n:34]6)[cH:28][c:29]45)[cH:12][cH:13][c:14]23)[cH:16][cH:17][cH:18]1. Reactants: CCS(=O)(=O)c1ccc(Nc2cc(-c3cccc(-n4ncc5cc(C(C)(C)C)cc(F)c5c4=O)c3COC(C)=O)nn(C)c2=O)nc1, [Li+], C1COCCO1, [OH-]. Product: CCS(=O)(=O)c1ccc(Nc2cc(-c3cccc(-n4ncc5cc(C(C)(C)C)cc(F)c5c4=O)c3CO)nn(C)c2=O)nc1. As a reaction SMILES: [C:1](=[O:2])([CH3:3])[O:4][CH2:5][c:6]1[c:7](-[n:32]2[c:33](=[O:47])[c:34]3[c:35]([F:46])[cH:36][c:37]([C:42]([CH3:43])([CH3:44])[CH3:45])[cH:38][c:39]3[cH:40][n:41]2)[cH:8][cH:9][cH:10][c:11]1-[c:12]1[n:13][n:14]([CH3:31])[c:15](=[O:30])[c:16]([NH:18][c:19]2[n:20][cH:21][c:22]([S:25](=[O:26])(=[O:27])[CH2:28][CH3:29])[cH:23][cH:24]2)[cH:17]1.[Li+:49].[O:50]1[CH2:51][CH2:52][O:53][CH2:54][CH2:55]1.[OH-:48]>>[OH:4][CH2:5][c:6]1[c:7](-[n:32]2[c:33](=[O:47])[c:34]3[c:35]([F:46])[cH:36][c:37]([C:42]([CH3:43])([CH3:44])[CH3:45])[cH:38][c:39]3[cH:40][n:41]2)[cH:8][cH:9][cH:10][c:11]1-[c:12]1[n:13][n:14]([CH3:31])[c:15](=[O:30])[c:16]([NH:18][c:19]2[n:20][cH:21][c:22]([S:25](=[O:26])(=[O:27])[CH2:28][CH3:29])[cH:23][cH:24]2)[cH:17]1. The reactants are Clc1cnc2ccccc2n1, [K+], [K+], O=C([O-])[O-], CN(C)C=O, Cc1ccc(S(=O)(=O)n2ccc3c(CN4C(=O)CCCC45CCNCC5)cccc32)cc1. The product is Cc1ccc(S(=O)(=O)n2ccc3c(CN4C(=O)CCCC45CCN(c4cnc6ccccc6n4)CC5)cccc32)cc1. Reaction SMILES: [Cl:33][c:34]1[n:35][c:36]2[cH:37][cH:38][cH:39][cH:40][c:41]2[n:42][cH:43]1.[K+:44].[K+:45].[O-:46][C:47]([O-:48])=[O:49].[O:50]=[CH:51][N:52]([CH3:53])[CH3:54].[S:1](=[O:2])(=[O:3])([c:4]1[cH:5][cH:6][c:7]([CH3:8])[cH:9][cH:10]1)[n:11]1[cH:12][cH:13][c:14]2[c:15]([CH2:20][N:21]3[C:22](=[O:32])[CH2:23][CH2:24][CH2:25][C:26]34[CH2:27][CH2:28][NH:29][CH2:30][CH2:31]4)[cH:16][cH:17][cH:18][c:19]12>>[S:1](=[O:2])(=[O:3])([c:4]1[cH:5][cH:6][c:7]([CH3:8])[cH:9][cH:10]1)[n:11]1[cH:12][cH:13][c:14]2[c:15]([CH2:20][N:21]3[C:22](=[O:32])[CH2:23][CH2:24][CH2:25][C:26]34[CH2:27][CH2:28][N:29]([c:34]3[n:35][c:36]5[cH:37][cH:38][cH:39][cH:40][c:41]5[n:42][cH:43]3)[CH2:30][CH2:31]4)[cH:16][cH:17][cH:18][c:19]12.